Dataset: the Open Reaction Database (ORD), a public repository of structured organic reaction records. Task: describe an organic reaction: reactants, conditions, products, and yield The reactants are CO, CCOCC, CCOc1ncc(Cl)cc1-c1ccc(C(C)NS(=O)C(C)(C)C)cc1, Cl. Product: CCOc1ncc(Cl)cc1-c1ccc(C(C)N)cc1. RXN SMILES: [CH3:27][OH:28].[CH3:29][CH2:30][O:31][CH2:32][CH3:33].[Cl:1][c:2]1[cH:3][c:4](-[c:11]2[cH:12][cH:13][c:14]([CH:17]([CH3:18])[NH:19][S:20]([C:21]([CH3:22])([CH3:23])[CH3:24])=[O:25])[cH:15][cH:16]2)[c:5]([O:8][CH2:9][CH3:10])[n:6][cH:7]1.[ClH:26]>>[Cl:1][c:2]1[cH:3][c:4](-[c:11]2[cH:12][cH:13][c:14]([CH:17]([CH3:18])[NH2:19])[cH:15][cH:16]2)[c:5]([O:8][CH2:9][CH3:10])[n:6][cH:7]1. Reactants: BrCCCOC1=CC=C(C=C1)C=1C2=C(SC1)C=CC=C2 (3-[4-(3-bromo-propoxy)-phenyl]-benzo[b]thiophene), C(C1=CC=CC=C1)N (benzylamine), C([O-])([O-])=O.[K+].[K+] (potassium carbonate), C(C)#N (acetonitrile). Solvent: C(C)(=O)OCC (ethyl acetate), CO (methanol), C(C)(=O)OCC (ethyl acetate). Product: S1C2=C(C(=C1)C1=CC=C(OCCCNCC3=CC=CC=C3)C=C1)C=CC=C2 ([3-(4-benzo[b]thiophen-3-yl-phenoxy)-propyl]-benzyl-amine). Reaction SMILES: Br[CH2:2][CH2:3][CH2:4][O:5][C:6]1[CH:11]=[CH:10][C:9]([C:12]2[C:13]3[CH:20]=[CH:19][CH:18]=[CH:17][C:14]=3[S:15][CH:16]=2)=[CH:8][CH:7]=1.[CH2:21]([NH2:28])[C:22]1[CH:27]=[CH:26][CH:25]=[CH:24][CH:23]=1.C(=O)([O-])[O-].[K+].[K+].C(#N)C>C(OCC)(=O)C.CO>[S:15]1[CH:16]=[C:12]([C:9]2[CH:10]=[CH:11][C:6]([O:5][CH2:4][CH2:3][CH2:2][NH:28][CH2:21][C:22]3[CH:27]=[CH:26][CH:25]=[CH:24][CH:23]=3)=[CH:7][CH:8]=2)[C:13]2[CH:20]=[CH:19][CH:18]=[CH:17][C:14]1=2 |f:2.3.4|. Reported procedure: The title compound is prepared from 3-[4-(3-bromo-propoxy)-phenyl]-benzo[b]thiophene, benzylamine, potassium carbonate and acetonitrile essentially as described above in Example 118 except that the column chromatography is performed with a graded solvent mixture from 100% ethyl acetate to 10% methanol in ethyl acetate. Purity by LC/MS=98%, [M+H]+=374. Reactants: [NH4+] (ammonium), N1C[C@H](CC1)NC(OC(C)(C)C)=O ((S)-tert-butyl pyrrolidin-3-ylcarbamate), FC1=CC=C(C=N1)C(C)=O (1-(6-fluoropyridin-3-yl)ethanone), [BH4-].[Na+] (NaBH4). Reagents/catalysts: C(C)(C)O[Ti](OC(C)C)(OC(C)C)OC(C)C (tetraisopropoxytitanium). Solvent: C(C)(=O)OCC (ethyl acetate), O (Water), C1CCOC1 (THF), C(C)O (Ethanol). Reaction conditions: time 18 hour. Yields the product FC1=CC=C(C=N1)C(C)N1C[C@H](CC1)NC(OC(C)(C)C)=O (tert-butyl (3S)-1-(1-(6-fluoropyridin-3-yl)ethyl)pyrrolidin-3-ylcarbamate). Isolated yield 44.0%. As a reaction SMILES: [NH:1]1[CH2:5][CH2:4][C@H:3]([NH:6][C:7](=[O:13])[O:8][C:9]([CH3:12])([CH3:11])[CH3:10])[CH2:2]1.[F:14][C:15]1[N:20]=[CH:19][C:18]([C:21](=O)[CH3:22])=[CH:17][CH:16]=1.[BH4-].[Na+].[NH4+]>C1COCC1.C(O[Ti](OC(C)C)(OC(C)C)OC(C)C)(C)C.C(OCC)(=O)C.O.C(O)C>[F:14][C:15]1[N:20]=[CH:19][C:18]([CH:21]([N:1]2[CH2:5][CH2:4][C@H:3]([NH:6][C:7](=[O:13])[O:8][C:9]([CH3:10])([CH3:12])[CH3:11])[CH2:2]2)[CH3:22])=[CH:17][CH:16]=1 |f:2.3|. Reported procedure: To a solution of (S)-tert-butyl pyrrolidin-3-ylcarbamate (0.94 g, 5.04 mmol), 1-(6-fluoropyridin-3-yl)ethanone (0.35 g, 2.52 mmol) in THF (10 mL) was added tetraisopropoxytitanium (1.48 mL, 5.04 mmol) and the reaction mixture was stirred at ambient temperature for 18 hours. Ethanol (2 mL) and NaBH4 (0.38 g, 10.1 mmol) were added and the mixture was stirred at ambient temperature for 2 hours. Water (10 mL), concentrated ammonium (2 mL) and ethyl acetate (20 mL) were added. The organic layer was s...